Dataset: the Open Reaction Database (ORD), a public repository of structured organic reaction records. Task: describe an organic reaction: reactants, conditions, products, and yield The reactants are C(CC(O)(C(=O)[O-])CC(=O)[O-])(=O)[O-] (citrate), COC(C(CC1=CNC2=CC=CC=C12)NC(=S)NCC1CCC(CC1)(C1=CC=CC=C1)N(C)C)=O (2-[3-(4-dimethylamino-4-phenylcyclohexylmethyl)thioureido]-3-(1H-indol-3-yl)propionic acid methyl ester), C(CC(O)(C(=O)O)CC(=O)O)(=O)O (citric acid). Run in C(C)O (ethanol), C(C)O (ethanol). Conditions: time 4 hour. Product: C(CC(O)(C(=O)O)CC(=O)O)(=O)O.COC(C(CC1=CNC2=CC=CC=C12)NC(=S)NCC1CCC(CC1)(C1=CC=CC=C1)N(C)C)=O (2-[3-(4-dimethylamino-4-phenylcyclohexylmethyl)thioureido]-3-(1H-indol-3-yl)propionic acid methyl ester citrate). Reaction SMILES: [C:1]([O-:13])(=[O:12])[CH2:2][C:3]([CH2:8][C:9]([O-:11])=[O:10])([C:5]([O-:7])=[O:6])[OH:4].[CH3:14][O:15][C:16](=[O:48])[CH:17]([NH:28][C:29]([NH:31][CH2:32][CH:33]1[CH2:38][CH2:37][C:36]([N:45]([CH3:47])[CH3:46])([C:39]2[CH:44]=[CH:43][CH:42]=[CH:41][CH:40]=2)[CH2:35][CH2:34]1)=[S:30])[CH2:18][C:19]1[C:27]2[C:22](=[CH:23][CH:24]=[CH:25][CH:26]=2)[NH:21][CH:20]=1.C(O)(=O)CC(CC(O)=O)(C(O)=O)O>C(O)C>[C:1]([OH:13])(=[O:12])[CH2:2][C:3]([CH2:8][C:9]([OH:11])=[O:10])([C:5]([OH:7])=[O:6])[OH:4].[CH3:14][O:15][C:16](=[O:48])[CH:17]([NH:28][C:29]([NH:31][CH2:32][CH:33]1[CH2:38][CH2:37][C:36]([N:45]([CH3:46])[CH3:47])([C:39]2[CH:40]=[CH:41][CH:42]=[CH:43][CH:44]=2)[CH2:35][CH2:34]1)=[S:30])[CH2:18][C:19]1[C:27]2[C:22](=[CH:23][CH:24]=[CH:25][CH:26]=2)[NH:21][CH:20]=1 |f:4.5|. Reported procedure: In order to produce the citrate, the more nonpolar diastereoisomer of 2-[3-(4-dimethylamino-4-phenylcyclohexylmethyl)thioureido]-3-(1H-indol-3-yl)propionic acid methyl ester (135 mg, 0.274 mmole) was dissolved in hot ethanol (11 ml) and combined with a solution of citric acid (57.9 mg, 0.3 mmole) in ethanol (1 ml). After 4 h, no precipitate was visible. Ethanol was removed by distillation down to a volume of 2 ml and the mixture was slowly combined with ether (30 ml). The suspension was stirred ... Procedure: A solution of 4.9 g (0.0225 mole) of 2-chlorophenylsulfonyl isocyanate and 3.5 g (0.02 mole) of 2-amino-4-difluoromethoxy-6-methylpyrimidine in 70 ml of dioxan is stirred for 2 hours at 60°-70° C. The reaction mixture is filtered and the filtrate is concentrated. The residue is triturated with ether to give 3.8 g (49.9% of theory) of N-(2-chlorophenylsulfonyl)-N'-(4-difluoromethoxy-6-methylpyridin-2-yl)urea with a melting point of 169°-170° C. Reactants: ClC1=C(C=CC=C1)S(=O)(=O)N=C=O (2-chlorophenylsulfonyl isocyanate), NC1=NC(=CC(=N1)OC(F)F)C (2-amino-4-difluoromethoxy-6-methylpyrimidine), O1CCOCC1 (dioxan). Yields the product ClC1=C(C=CC=C1)S(=O)(=O)NC(=O)NC1=NC(=CC(=C1)OC(F)F)C (N-(2-chlorophenylsulfonyl)-N'-(4-difluoromethoxy-6-methylpyridin-2-yl)urea). RXN SMILES: [Cl:1][C:2]1[CH:7]=[CH:6][CH:5]=[CH:4][C:3]=1[S:8]([N:11]=[C:12]=[O:13])(=[O:10])=[O:9].[NH2:14][C:15]1N=[C:19]([O:21][CH:22]([F:24])[F:23])[CH:18]=[C:17]([CH3:25])[N:16]=1.O1CCOC[CH2:27]1>>[Cl:1][C:2]1[CH:7]=[CH:6][CH:5]=[CH:4][C:3]=1[S:8]([NH:11][C:12]([NH:14][C:15]1[CH:27]=[C:19]([O:21][CH:22]([F:24])[F:23])[CH:18]=[C:17]([CH3:25])[N:16]=1)=[O:13])(=[O:10])=[O:9]. Isolated yield 49.9%. Reactants: OC=1C=NC=C(C(=O)OC)C1 (methyl 5-hydroxynicotinate), Cl (Hydrochloric acid), Cl[O-].[Na+] (sodium hypochlorite). Run in O (water). Conditions: time 2 hour. The product is crude product, ClC1=NC=C(C(=O)OC)C=C1O (methyl 6-chloro-5-hydroxynicotinate). Reaction SMILES: [OH:1][C:2]1[CH:3]=[N:4][CH:5]=[C:6]([CH:11]=1)[C:7]([O:9][CH3:10])=[O:8].[Cl:12][O-].[Na+].Cl>O>[Cl:12][C:3]1[C:2]([OH:1])=[CH:11][C:6]([C:7]([O:9][CH3:10])=[O:8])=[CH:5][N:4]=1 |f:1.2|. Procedure details: To a mixture of methyl 5-hydroxynicotinate (10.0 g) and water (2.0 mL) was added dropwise 5% aqueous sodium hypochlorite solution (69.2 mL) at 0° C., and the mixture was stirred for 2 hr. 2N Hydrochloric acid (50 mL) was added to the reaction mixture at 0° C., and the resulting white precipitate was collected by filtration. The crude crystals were washed with water, and the obtained solid was dissolved in acetonitrile. The solvent was evaporated under reduced pressure to give a crude product of ... The reactants are Cl (hydrochloric acid), COCOC1=C(C=CC=C1)OC(F)(F)F (1-methoxymethoxy-2-trifluoromethoxybenzene), CN(C=O)C (N,N-dimethylformamide), n-butyllithium n-cyclohexane. The solvent is O1CCCC1 (tetrahydrofuran). Conditions: time 1 hour. Yields the product OC1=C(C=O)C=CC=C1OC(F)(F)F (2-hydroxy-3-trifluoromethoxybenzaldehyde). Reaction SMILES: COC[O:4][C:5]1[CH:10]=[CH:9][CH:8]=[CH:7][C:6]=1[O:11][C:12]([F:15])([F:14])[F:13].CN(C)[CH:18]=[O:19].Cl>O1CCCC1>[OH:4][C:5]1[C:6]([O:11][C:12]([F:13])([F:14])[F:15])=[CH:7][CH:8]=[CH:9][C:10]=1[CH:18]=[O:19]. Reported procedure: 1-methoxymethoxy-2-trifluoromethoxybenzene (12.21 g) was dissolved in tetrahydrofuran (120 mL), and a 1.59M n-butyllithium-n-cyclohexane solution (40 mL) was added to the solution at −60° C. over 15 minutes under an argon gas flow, and then the mixture was stirred for 1 hour. N,N-dimethylformamide (6.30 mL) was added to the solution, and then the mixture was stirred at room temperature for 30 minutes. 2N hydrochloric acid (100 mL) was added to the solution, and then the mixture was stirred at 60... The reactants are BrC=1C=NC=2N(C1)N=C(C2)C(=O)O (6-bromo-pyrazolo[1,5-a]pyrimidine-2-carboxylic acid), COC1=NC=C(C(=N1)OC)C1=C2CCNC(C2=CC=C1)C (5-(2,4-Dimethoxy-pyrimidin-5-yl)-1-methyl-1,2,3,4-tetrahydro-isoquinoline). Yields the product BrC=1C=NC=2N(C1)N=C(C2)C(=O)N2C(C1=CC=CC(=C1CC2)C=2C(=NC(=NC2)OC)OC)C ((6-Bromo-pyrazolo[1,5-a]pyrimidin-2-yl)-[5-(2,4-dimethoxy-pyrimidin-5-yl)-1-methyl-3,4-dihydro-1H-isoquinolin-2-yl]-methanone). RXN SMILES: [Br:1][C:2]1[CH:3]=[N:4][C:5]2[N:6]([N:8]=[C:9]([C:11]([OH:13])=O)[CH:10]=2)[CH:7]=1.[CH3:14][O:15][C:16]1[N:21]=[C:20]([O:22][CH3:23])[C:19]([C:24]2[CH:33]=[CH:32][CH:31]=[C:30]3[C:25]=2[CH2:26][CH2:27][NH:28][CH:29]3[CH3:34])=[CH:18][N:17]=1>>[Br:1][C:2]1[CH:3]=[N:4][C:5]2[N:6]([N:8]=[C:9]([C:11]([N:28]3[CH2:27][CH2:26][C:25]4[C:30](=[CH:31][CH:32]=[CH:33][C:24]=4[C:19]4[C:20]([O:22][CH3:23])=[N:21][C:16]([O:15][CH3:14])=[N:17][CH:18]=4)[CH:29]3[CH3:34])=[O:13])[CH:10]=2)[CH:7]=1. Procedure details: In close analogy to the procedure described in Example 1, 6-bromo-pyrazolo[1,5-a]pyrimidine-2-carboxylic acid is reacted with 5-(2,4-Dimethoxy-pyrimidin-5-yl)-1-methyl-1,2,3,4-tetrahydro-isoquinoline to provide the title compound in moderate yield. The reactants are CN1CCC(N)CC1, CSC(=N)Nc1ccc2nc(NC3CCc4ccccc43)ccc2c1, I. Product: CN1CCC(NC(=N)Nc2ccc3nc(NC4CCc5ccccc54)ccc3c2)CC1. Reaction SMILES: [CH3:27][N:28]1[CH2:29][CH2:30][CH:31]([NH2:34])[CH2:32][CH2:33]1.[CH:2]1([NH:11][c:12]2[n:13][c:14]3[cH:15][cH:16][c:17]([NH:22][C:23]([S:24][CH3:25])=[NH:26])[cH:18][c:19]3[cH:20][cH:21]2)[CH2:3][CH2:4][c:5]2[cH:6][cH:7][cH:8][cH:9][c:10]21.[IH:1]>>[CH:2]1([NH:11][c:12]2[n:13][c:14]3[cH:15][cH:16][c:17]([NH:22][C:23](=[NH:26])[NH:34][CH:31]4[CH2:30][CH2:29][N:28]([CH3:27])[CH2:33][CH2:32]4)[cH:18][c:19]3[cH:20][cH:21]2)[CH2:3][CH2:4][c:5]2[cH:6][cH:7][cH:8][cH:9][c:10]21. Starting materials: [BH3-]OC(C)=O, CC(=O)O, CC(C)=O, CC(Cl)Cl, NCCCCO, [Na+]. Yields the product CC(C)NCCCCO. Reaction SMILES: [C:15]([O:16][BH3-:17])(=[O:18])[CH3:19].[CH3:11][C:12](=[O:13])[OH:14].[CH3:7][C:8]([CH3:9])=[O:10].[Cl:21][CH:22]([Cl:23])[CH3:24].[NH2:1][CH2:2][CH2:3][CH2:4][CH2:5][OH:6].[Na+:20]>>[NH:1]([CH2:2][CH2:3][CH2:4][CH2:5][OH:6])[CH:8]([CH3:7])[CH3:9].